This data is from the Open Reaction Database (ORD), a public repository of structured organic reaction records. The task is: describe an organic reaction: reactants, conditions, products, and yield The reactants are CC(=O)O, CCOC(C)=O, CC(C)(C)[O-], CN(C)C(=O)Nc1snc(O)c1C(N)=O, CO, CCCCCC, CCCCCCCI, [K+], CN(C)C=O. Product: CCCCCCCOc1nsc(NC(=O)N(C)C)c1C(N)=O. As a reaction SMILES: [C:35]([OH:36])(=[O:37])[CH3:38].[C:41]([O:42][CH2:43][CH3:44])(=[O:45])[CH3:46].[CH3:16][C:17]([CH3:18])([O-:19])[CH3:20].[CH3:1][N:2]([C:3]([NH:4][c:5]1[c:6]([C:11](=[O:12])[NH2:13])[c:7]([OH:10])[n:8][s:9]1)=[O:14])[CH3:15].[CH3:39][OH:40].[CH3:47][CH2:48][CH2:49][CH2:50][CH2:51][CH3:52].[I:22][CH2:23][CH2:24][CH2:25][CH2:26][CH2:27][CH2:28][CH3:29].[K+:21].[O:30]=[CH:31][N:32]([CH3:33])[CH3:34]>>[CH3:1][N:2]([C:3]([NH:4][c:5]1[c:6]([C:11](=[O:12])[NH2:13])[c:7]([O:10][CH2:23][CH2:24][CH2:25][CH2:26][CH2:27][CH2:28][CH3:29])[n:8][s:9]1)=[O:14])[CH3:15]. The reactants are CCC(CC)Oc1cc(C)nc(Nc2c(C)cc(C)cc2C)c1C(N)=O, C1CCOC1. Yields the product CCC(CC)Oc1cc(C)nc(Nc2c(C)cc(C)cc2C)c1C#N. As a reaction SMILES: [CH2:1]([CH3:2])[CH:3]([CH2:4][CH3:5])[O:6][c:7]1[cH:8][c:9]([CH3:26])[n:10][c:11]([NH:16][c:17]2[c:18]([CH3:25])[cH:19][c:20]([CH3:24])[cH:21][c:22]2[CH3:23])[c:12]1[C:13](=[O:14])[NH2:15].[CH2:27]1[O:28][CH2:29][CH2:30][CH2:31]1>>[CH2:1]([CH3:2])[CH:3]([CH2:4][CH3:5])[O:6][c:7]1[cH:8][c:9]([CH3:26])[n:10][c:11]([NH:16][c:17]2[c:18]([CH3:25])[cH:19][c:20]([CH3:24])[cH:21][c:22]2[CH3:23])[c:12]1[C:13]#[N:15].